Dataset: the Open Reaction Database (ORD), a public repository of structured organic reaction records. Task: describe an organic reaction: reactants, conditions, products, and yield Reaction SMILES: [C:1]([C:5]1[CH:6]=[C:7]([CH:16]=[C:17]([C:20]([CH3:23])([CH3:22])[CH3:21])[C:18]=1[OH:19])[C:8]([C:10]1[CH:15]=[CH:14][CH:13]=[CH:12][CH:11]=1)=O)([CH3:4])([CH3:3])[CH3:2].[C:24]([NH:27][NH2:28])(=[O:26])[CH3:25]>>[C:24]([NH:27][N:28]=[C:8]([C:10]1[CH:15]=[CH:14][CH:13]=[CH:12][CH:11]=1)[C:7]1[CH:16]=[C:17]([C:20]([CH3:21])([CH3:22])[CH3:23])[C:18]([OH:19])=[C:5]([C:1]([CH3:2])([CH3:3])[CH3:4])[CH:6]=1)(=[O:26])[CH3:25]. The reactants are C(C)(C)(C)C=1C=C(C(=O)C2=CC=CC=C2)C=C(C1O)C(C)(C)C (3,5-di-t-butyl-4-hydroxybenzophenone), C(C)(=O)NN (acetohydrazide). Yields the product C(C)(=O)NN=C(C1=CC(=C(C(=C1)C(C)(C)C)O)C(C)(C)C)C1=CC=CC=C1 (3,5-di-t-butyl-4-hydroxybenzophenone acetylhydrazone). Reported procedure: 3,5-di-t-butyl-4-hydroxybenzophenone and acetohydrazide were treated in the same way as in Example 7 to give 3,5-di-t-butyl-4-hydroxybenzophenone acetylhydrazone. Starting materials: C1=C(C=CC2=CC(=CC=C12)C(=O)OC)C(=O)OC (dimethyl 2,6-naphthalenedicarboxylate), C(OC=1C=C2C=CC(=CC2=CC1)C(=O)O)COC=1C=C2C=CC(=CC2=CC1)C(=O)O (6,6′-(ethylenedioxy)di-2-naphthoic acid). The reagents and catalysts are [O-]CCCC.[O-]CCCC.[O-]CCCC.[O-]CCCC.[Ti+4] (titanium tetrabutoxide). Run in C(CO)O (ethylene glycol). Product: C1=C(C=CC2=CC(=CC=C12)C(=O)O)C(=O)O (2,6-naphthalenedicarboxylic acid), 6,6′-(alkylenedioxy)di-2-naphthoic acid. As a reaction SMILES: [CH:1]1[C:10]2[C:5](=[CH:6][C:7]([C:11]([O:13]C)=[O:12])=[CH:8][CH:9]=2)[CH:4]=[CH:3][C:2]=1[C:15]([O:17]C)=[O:16].C(COC1C=C2C(=CC=1)C=C(C(O)=O)C=C2)OC1C=C2C(=CC=1)C=C(C(O)=O)C=C2>[O-]CCCC.[O-]CCCC.[O-]CCCC.[O-]CCCC.[Ti+4].C(O)CO>[CH:1]1[C:10]2[C:5](=[CH:6][C:7]([C:11]([OH:13])=[O:12])=[CH:8][CH:9]=2)[CH:4]=[CH:3][C:2]=1[C:15]([OH:17])=[O:16] |f:2.3.4.5.6|. Procedure: Further, an esterification reaction and a transesterification reaction were carried out among dimethyl 2,6-naphthalenedicarboxylate, 6,6′-(ethylenedioxy)di-2-naphthoic acid and ethylene glycol in the presence of titanium tetrabutoxide and then a polycondensation reaction was carried out to obtain an aromatic polyester (B-1) for the film layer (B) which comprised 73 mol % of a 2,6-naphthalenedicarboxylic acid component and 27 mol % of a 6,6′-(alkylenedioxy)di-2-naphthoic acid component based on t... Reactants: C1(=CC=CC=C1)C1=NNC=2N=CC=3CN(CCC3C21)C(=O)OC(C)(C)C (tert-butyl 1-phenyl-8,9-dihydro-3H-pyrazolo[3,4-c][2,7]naphthyridine-7(6H)-carboxylate), solution, Cl (HCl), O1CCOCC1 (1,4-dioxane). The solvent is ClCCl (dichloromethane). Reaction conditions: time 16 hour. The product is [Cl-].C1(=CC=CC=C1)C1=NNC=2N=CC=3C[NH2+]CCC3C21 (1-phenyl-6,7,8,9-tetrahydro-3H-pyrazolo[3,4-c][2,7]naphthyridin-7-ium chloride). Isolated yield 95.0%. As a reaction SMILES: [C:1]1([C:7]2[C:19]3[C:18]4[CH2:17][CH2:16][N:15](C(OC(C)(C)C)=O)[CH2:14][C:13]=4[CH:12]=[N:11][C:10]=3[NH:9][N:8]=2)[CH:6]=[CH:5][CH:4]=[CH:3][CH:2]=1.[ClH:27].O1CCOCC1>ClCCl>[Cl-:27].[C:1]1([C:7]2[C:19]3[C:18]4[CH2:17][CH2:16][NH2+:15][CH2:14][C:13]=4[CH:12]=[N:11][C:10]=3[NH:9][N:8]=2)[CH:2]=[CH:3][CH:4]=[CH:5][CH:6]=1 |f:4.5|. Reported procedure: To a solution of tert-butyl 1-phenyl-8,9-dihydro-3H-pyrazolo[3,4-c][2,7]naphthyridine-7(6H)-carboxylate (0.21 g, 0.60 mmol) in dichloromethane (5 mL) was added 4 M solution of HCl gas in 1,4-dioxane (1.5 mL, 6.0 mmol). The reaction was shaken at room temperature for 16 hours. A yellow solid precipitated out in the reaction mixture, which was filtered to give the pure desired product, 1-phenyl-6,7,8,9-tetrahydro-3H-pyrazolo[3,4-c][2,7]naphthyridin-7-ium chloride (0.184 g, 95%) as a yellow solid; ... The reactants are CC(=O)[O-], CC(=O)O, [Na+], O=[Cr](=O)=O, O, CC(CO)CCCC(C)C1C(O)CC2C3CC=C4CC(O)CCC4(C)C3CCC21C. Product: CC(CO)CCCC(C)C1C(=O)CC2C3CC=C4CC(O)CCC4(C)C3CCC21C. As a reaction SMILES: [CH3:36][C:37](=[O:38])[O-:39].[CH3:41][C:42](=[O:43])[OH:44].[Na+:35].[O:1]=[Cr:2](=[O:3])=[O:4].[OH2:40].[OH:5][CH:6]1[CH:7]([CH:8]([CH2:9][CH2:10][CH2:11][CH:12]([CH2:13][OH:14])[CH3:15])[CH3:16])[C:17]2([CH3:34])[CH2:18][CH2:19][CH:20]3[C:21]4([CH3:33])[CH2:22][CH2:23][CH:24]([OH:32])[CH2:25][C:26]4=[CH:27][CH2:28][CH:29]3[CH:30]2[CH2:31]1>>[O:5]=[C:6]1[CH:7]([CH:8]([CH2:9][CH2:10][CH2:11][CH:12]([CH2:13][OH:14])[CH3:15])[CH3:16])[C:17]2([CH3:34])[CH2:18][CH2:19][CH:20]3[C:21]4([CH3:33])[CH2:22][CH2:23][CH:24]([OH:32])[CH2:25][C:26]4=[CH:27][CH2:28][CH:29]3[CH:30]2[CH2:31]1. Reaction SMILES: [NH2:19][c:20]1[n:21][n:22][cH:23][c:24](-[c:25]2[cH:26][cH:27][c:28]([C:29]([O:30][CH2:31][CH3:32])=[O:33])[cH:34][cH:35]2)[n:36]1.[NH2:37][c:38]1[n:39][n:40][c:41](-[c:42]2[cH:43][cH:44][c:45]([C:46]([O:47][CH2:48][CH3:49])=[O:50])[cH:51][cH:52]2)[cH:53][n:54]1.[O:1]=[c:2]1[nH:3][n:4][c:5](-[c:8]2[cH:9][cH:10][c:11]([C:12](=[O:13])[O:14][CH2:15][CH3:16])[cH:17][cH:18]2)[cH:6][n:7]1>>[O:1]=[c:2]1[nH:3][n:4][c:5](-[c:8]2[cH:9][cH:10][c:11]([C:12](=[O:13])[OH:14])[cH:17][cH:18]2)[cH:6][n:7]1. Yields the product O=C(O)c1ccc(-c2cnc(=O)[nH]n2)cc1. Starting materials: CCOC(=O)c1ccc(-c2cnnc(N)n2)cc1, CCOC(=O)c1ccc(-c2cnc(N)nn2)cc1, CCOC(=O)c1ccc(-c2cnc(=O)[nH]n2)cc1. Starting materials: CCOC(=O)CCCCNc1cc(C)ccn1, CO, [Na+], [OH-]. Product: Cc1ccnc(NCCCCC(=O)O)c1. Reaction SMILES: [CH3:1][c:2]1[cH:3][c:4]([NH:8][CH2:9][CH2:10][CH2:11][CH2:12][C:13](=[O:14])[O:15][CH2:16][CH3:17])[n:5][cH:6][cH:7]1.[CH3:20][OH:21].[Na+:19].[OH-:18]>>[CH3:1][c:2]1[cH:3][c:4]([NH:8][CH2:9][CH2:10][CH2:11][CH2:12][C:13](=[O:14])[OH:15])[n:5][cH:6][cH:7]1. Starting materials: FC1=CC=C(C=C1)C(C)=O (p-fluoroacetophenone), CNC (dimethylamine). Reaction conditions: time 2 hour. Product: 54.93, CN(C1=CC=C(C=C1)C(C)=O)C (p-dimethylaminoacetophenone). Reaction SMILES: F[C:2]1[CH:7]=[CH:6][C:5]([C:8](=[O:10])[CH3:9])=[CH:4][CH:3]=1.[CH3:11][NH:12][CH3:13]>>[CH3:11][N:12]([CH3:13])[C:2]1[CH:7]=[CH:6][C:5]([C:8](=[O:10])[CH3:9])=[CH:4][CH:3]=1. Procedure details: A mixture containing 50 g of p-fluoroacetophenone and 150 ml of 40% aqueuous dimethylamine is warmed in a pressure bottle at 90°-100° C. After two hours, a pale yellow oil is formed. The mixture is cooled, and the oil solidifies. The solid is collected and washed well with H2O to give 54.93 of p-dimethylaminoacetophenone, mp 101°-103° C., after heptane recrystallization. A 72 g sample of this acetophenone is heated with 129 g of N-chlorosuccinimide in 700 ml of toluene to reflux temperature and ...